Dataset: the Open Reaction Database (ORD), a public repository of structured organic reaction records. Task: describe an organic reaction: reactants, conditions, products, and yield Reactants: [N+](#[C-])CC(=O)OCC (ethyl isocyanoacetate), C(=O)([O-])[O-].[K+].[K+] (K2CO3), BrCC1=C(C(=CC=C1)F)CBr (1,2-bis(bromomethyl)-3-fluorobenzene), C(C)#N (ACN). The reagents and catalysts are CCCC[N+](CCCC)(CCCC)CCCC.OS(=O)(=O)[O-] (TBAHS). Run at temperature 80 celsius, time 8 hour. Product: C(C)OC(=O)C1C(C2=CC=CC=C2C1F)[N+]#[C-] (3-Fluoro-isocyano-indan-2-carboxylic acid ethyl ester). The yield is 55.0%. As a reaction SMILES: [N+]([CH2:3][C:4]([O:6][CH2:7][CH3:8])=[O:5])#[C-].[C:9]([O-])([O-])=O.[K+].[K+].BrC[C:17]1[CH:22]=[CH:21][CH:20]=[C:19]([F:23])[C:18]=1CBr.[C:26](#[N:28])[CH3:27]>CCCC[N+](CCCC)(CCCC)CCCC.OS([O-])(=O)=O>[CH2:7]([O:6][C:4]([CH:3]1[CH:19]([F:23])[C:18]2[C:27](=[CH:20][CH:21]=[CH:22][CH:17]=2)[CH:26]1[N+:28]#[C-:9])=[O:5])[CH3:8] |f:1.2.3,6.7|. Procedure: To a solution of ethyl isocyanoacetate (3.85 mL, 35.0 mmol) in anhydrous ACN (300 mL) is added finely ground anhydrous K2CO3 (K2SO4, 29.0 g, 210 mmol), TBAHS (tetrabutyl ammonium hydrogen sulfate, 2.34 g, 7.0 mmol), and 1,2-bis(bromomethyl)-3-fluorobenzene (9.87 g, 35 mmol). The resulting heterogeneous mixture is stirred at 80° C. overnight. The reaction mixture is cooled down to RT and filtered to remove the unwanted salts. The filtrate is concentrated in vacuo. The residue is purified by flash... Starting materials: CCN1CCN(c2ccc(N)cc2)CC1, CNc1cc(Cl)ncn1, Cl, C1COCCO1. Yields the product CCN1CCN(c2ccc(Nc3cc(NC)ncn3)cc2)CC1. RXN SMILES: [CH2:1]([CH3:2])[N:3]1[CH2:4][CH2:5][N:6]([c:9]2[cH:10][cH:11][c:12]([NH2:13])[cH:14][cH:15]2)[CH2:7][CH2:8]1.[Cl:16][c:17]1[cH:18][c:19]([NH:23][CH3:24])[n:20][cH:21][n:22]1.[ClH:25].[O:26]1[CH2:27][CH2:28][O:29][CH2:30][CH2:31]1>>[CH2:1]([CH3:2])[N:3]1[CH2:4][CH2:5][N:6]([c:9]2[cH:10][cH:11][c:12]([NH:13][c:17]3[cH:18][c:19]([NH:23][CH3:24])[n:20][cH:21][n:22]3)[cH:14][cH:15]2)[CH2:7][CH2:8]1. The reactants are Cn1cc(C(=O)O)c2ccc(OCc3ccccc3)cc21, CCO, O=C[O-], [NH4+]. Product: Cn1cc(C(=O)O)c2ccc(O)cc21. As a reaction SMILES: [CH2:1]([c:2]1[cH:3][cH:4][cH:5][cH:6][cH:7]1)[O:8][c:9]1[cH:10][cH:11][c:12]2[c:13]([C:19](=[O:20])[OH:21])[cH:14][n:15]([CH3:18])[c:16]2[cH:17]1.[CH3:26][CH2:27][OH:28].[CH:22]([O-:23])=[O:24].[NH4+:25]>>[OH:8][c:9]1[cH:10][cH:11][c:12]2[c:13]([C:19](=[O:20])[OH:21])[cH:14][n:15]([CH3:18])[c:16]2[cH:17]1. The reactants are CC(C)(C)OC(=O)c1ccc(-c2ccc3cnc(Nc4ccc(N5CCOCC5)cc4)nn23)cc1, ClCCl, O=C(O)C(F)(F)F. Yields the product O=C(O)c1ccc(-c2ccc3cnc(Nc4ccc(N5CCOCC5)cc4)nn23)cc1. As a reaction SMILES: [C:1]([CH3:2])([CH3:3])([CH3:4])[O:5][C:6]([c:7]1[cH:8][cH:9][c:10](-[c:13]2[cH:14][cH:15][c:16]3[cH:17][n:18][c:19]([NH:22][c:23]4[cH:24][cH:25][c:26]([N:29]5[CH2:30][CH2:31][O:32][CH2:33][CH2:34]5)[cH:27][cH:28]4)[n:20][n:21]23)[cH:11][cH:12]1)=[O:35].[CH2:36]([Cl:37])[Cl:38].[OH:39][C:40]([C:41]([F:42])([F:43])[F:44])=[O:45]>>[O:5]=[C:6]([c:7]1[cH:8][cH:9][c:10](-[c:13]2[cH:14][cH:15][c:16]3[cH:17][n:18][c:19]([NH:22][c:23]4[cH:24][cH:25][c:26]([N:29]5[CH2:30][CH2:31][O:32][CH2:33][CH2:34]5)[cH:27][cH:28]4)[n:20][n:21]23)[cH:11][cH:12]1)[OH:35]. Reactants: CC1=CC=C(S1)NC(OC(C)(C)C)=O (tert-butyl 5-methylthiophen-2-ylcarbamate), C(=O)(C(F)(F)F)O (TFA). The solvent is C(Cl)Cl (CH2Cl2). Yields the product CC1=CC=C(S1)N (5-methylthiophen-2-amine), FC(C(=O)O)(F)F (trifluoroacetic acid). RXN SMILES: [CH3:1][C:2]1[S:6][C:5]([NH:7]C(=O)OC(C)(C)C)=[CH:4][CH:3]=1.[C:15]([OH:21])([C:17]([F:20])([F:19])[F:18])=[O:16]>C(Cl)Cl>[CH3:1][C:2]1[S:6][C:5]([NH2:7])=[CH:4][CH:3]=1.[F:18][C:17]([F:20])([F:19])[C:15]([OH:21])=[O:16]. Procedure details: A solution of tert-butyl 5-methylthiophen-2-ylcarbamate (0.825 g, 3.87 mmol) in CH2Cl2 (10 mL) and TFA (6 mL) wad stirred at room temperature for 20 h. Solvents was removed in vacuo to give 5-methylthiophen-2-amine as trifluoroacetic acid salt (0.870 g).